This data is from the Open Reaction Database (ORD), a public repository of structured organic reaction records. The task is: describe an organic reaction: reactants, conditions, products, and yield The reactants are BrC1=CC=C(C=C1)F (4-bromofluorobenzene), Grignard reagent, [Cl-].[NH4+] (ammonium chloride), [Mg] (magnesium), CN(C)C(C1C(CCCC1)=O)C1=CC=CC=C1 (2-(dimethylaminophenylmethyl)cyclohexanone), crude base. Run in CCOCC (ether), CCOCC (ether), CCOCC (ether). The product is Cl.CN(C)C(C1C(CCCC1)(O)C1=CC=C(C=C1)F)C1=CC=CC=C1 (2-(dimethylaminophenylmethyl)-1-(4-fluorophenyl)cyclohexanol, hydrochloride). Yield: 57.4%. RXN SMILES: [Mg].Br[C:3]1[CH:8]=[CH:7][C:6]([F:9])=[CH:5][CH:4]=1.[CH3:10][N:11]([CH:13]([C:21]1[CH:26]=[CH:25][CH:24]=[CH:23][CH:22]=1)[CH:14]1[CH2:19][CH2:18][CH2:17][CH2:16][C:15]1=[O:20])[CH3:12].[Cl-:27].[NH4+]>CCOCC>[ClH:27].[CH3:12][N:11]([CH:13]([C:21]1[CH:22]=[CH:23][CH:24]=[CH:25][CH:26]=1)[CH:14]1[CH2:19][CH2:18][CH2:17][CH2:16][C:15]1([C:3]1[CH:8]=[CH:7][C:6]([F:9])=[CH:5][CH:4]=1)[OH:20])[CH3:10] |f:3.4,6.7|. Reported procedure: 0.50 g (20.7 mmole) of magnesium turnings was stirred in 10 ml of ether of analysis purity. 2.28 ml (20.7 mmole) of 4-bromofluorobenzene dissolved in 20 ml of ether were added dropwise so that the reaction mixture boiled gently. After completion of the addition the reaction mixture was stirred for a further hour at RT. 4.0 g (17.3 mmole) of the 2-(dimethylaminophenylmethyl)cyclohexanone prepared according to Example 1 were dissolved in 10 ml of ether, added dropwise to the Grignard reagent while... RXN SMILES: [NH2:1][C:2]1[CH:7]=[CH:6][C:5]([CH3:8])=[C:4]([OH:9])[CH:3]=1.[N:10]([O-])=O.[Na+].[Sn](Cl)[Cl:15]>O.Cl>[ClH:15].[NH:1]([C:2]1[CH:7]=[CH:6][C:5]([CH3:8])=[C:4]([OH:9])[CH:3]=1)[NH2:10] |f:1.2,6.7|. Procedure details: To an ice cold slurry of 4-amino-2-hydroxytoluene (6.22 g, 50.0 mmol), ice (10.0 g) and hydrochloric acid (37% aqueous, 15.0 mL) was added an ice-cold solution of sodium nitrite (3.49 g, 50.0 mmol) in water (10.0 mL) over 30 min. The resultant slurry was added over 30 min to an ice-cold slurry of tin (II) chloride (25.3 g, 133 mmol) in water (30.0 mL) and hydrochloric acid (37% aqueous, 30.0 mL) and the reaction stirred overnight. The mixture was cooled in an ice/water bath and the solid collect... Reactants: ice, NC1=CC(=C(C=C1)C)O (4-amino-2-hydroxytoluene), ice, ice, N(=O)[O-].[Na+] (sodium nitrite), ice, [Sn](Cl)Cl (tin (II) chloride). Reaction conditions: time 8 hour. The product is Cl.N(N)C=1C=CC(=C(C1)O)C (5-Hydrazino-2-methyl-phenol hydrochloride salt). The yield is 127.1%. Solvent: O (water), Cl (hydrochloric acid), O (water), Cl (hydrochloric acid). Reactants: BrN1C(CCC1=O)=O (N-bromosuccinimide), CS(=O)(=O)C=1C=C(C=CC1)C1=CC=C(N1)C1=CC(=NN1CC(=O)OCSC)C(F)(F)F (methylthiomethyl 2-(5-(5-(3-(methylsulfonyl)phenyl)-1H-pyrrol-2-yl)-3-(trifluoromethyl)-1H-pyrazol-1-yl)acetate). Yields the product BrC=1C(=NN(C1C=1NC(=CC1)C1=CC(=CC=C1)S(=O)(=O)C)CC(=O)OCSC)C(F)(F)F (methylthiomethyl 2-(4-bromo-5-(5-(3-(methylsulfonyl)phenyl)-1H-pyrrol-2-yl)-3-(trifluoromethyl)-1H-pyrazol-1-yl)acetate). Reaction SMILES: [Br:1]N1C(=O)CCC1=O.[CH3:9][S:10]([C:13]1[CH:14]=[C:15]([C:19]2[NH:23][C:22]([C:24]3[N:28]([CH2:29][C:30]([O:32][CH2:33][S:34][CH3:35])=[O:31])[N:27]=[C:26]([C:36]([F:39])([F:38])[F:37])[CH:25]=3)=[CH:21][CH:20]=2)[CH:16]=[CH:17][CH:18]=1)(=[O:12])=[O:11]>>[Br:1][C:25]1[C:26]([C:36]([F:39])([F:38])[F:37])=[N:27][N:28]([CH2:29][C:30]([O:32][CH2:33][S:34][CH3:35])=[O:31])[C:24]=1[C:22]1[NH:23][C:19]([C:15]2[CH:16]=[CH:17][CH:18]=[C:13]([S:10]([CH3:9])(=[O:12])=[O:11])[CH:14]=2)=[CH:20][CH:21]=1. Reported procedure: Following bromination with N-bromosuccinimide, the title compound 32 is prepared starting from methylthiomethyl 2-(5-(5-(3-(methylsulfonyl)phenyl)-1H-pyrrol-2-yl)-3-(trifluoromethyl)-1H-pyrazol-1-yl)acetate 31. Product: COC(=O)c1sc(C(=O)O)cc1C#N. As a reaction SMILES: [CH3:1][O:2][C:3](=[O:4])[c:5]1[s:6][c:7]([CH2:12][OH:13])[cH:8][c:9]1[C:10]#[N:11].[CH3:25][C:26]#[N:27].[CH3:28][CH2:29][O:30][C:31]([CH3:32])=[O:33].[O:14]=[Cr:15]([Cl:16])([O-:17])=[O:18].[nH+:19]1[cH:20][cH:21][cH:22][cH:23][cH:24]1>>[CH3:1][O:2][C:3](=[O:4])[c:5]1[s:6][c:7]([C:12](=[O:13])[OH:14])[cH:8][c:9]1[C:10]#[N:11]. Reactants: COC(=O)c1sc(CO)cc1C#N, CC#N, CCOC(C)=O, O=[Cr](=O)([O-])Cl, c1cc[nH+]cc1. As a reaction SMILES: [CH3:1][C:2]1[CH2:6][CH2:5][CH2:4][CH:3]=1.Cl[N-:8][S:9]([C:12]1[CH:17]=[CH:16][C:15]([CH3:18])=[CH:14][CH:13]=1)(=[O:11])=[O:10].[Na+].[Br-].[Br-].[Br-].C[N+](C)(C)C1C=CC=CC=1.C[N+](C1C=CC=CC=1)(C)C.C[N+](C1C=CC=CC=1)(C)C.O>C1COCC1>[CH3:1][C:2]12[N:8]([S:9]([C:12]3[CH:17]=[CH:16][C:15]([CH3:18])=[CH:14][CH:13]=3)(=[O:10])=[O:11])[CH:6]1[CH2:5][CH2:4][CH2:3]2 |f:1.2,3.4.5.6.7.8|. Reaction conditions: temperature 25 celsius, time 12 hour. Procedure details: To a solution of 1-methylcyclopent-1-ene (CAS number 693-89-0; 50.0 g, 609.75 mmol) iii and sodium chloro(4-methylbenzenesulfonyl)azanide (CAS number 127-65-1; 192 g, 680.85 mmol) in THF (2500 ml) was added trimethylphenylammonium tribromide (13.3 g, 61.57 mmol). The reaction was stirred vigorously at 25° C. for 12 hours. The reaction mixture was poured into water (1500 ml) and the organics were extracted with ethyl acetate (3×1000 ml). The combined organics were washed with water (500 ml), brin... Run in C1CCOC1 (THF). Yields the product CC12CCCC2N1S(=O)(=O)C1=CC=C(C=C1)C (1-Methyl-6-(4-methylbenzenesulfonyl)-6-azabicyclo[3.1.0]hexane). The reactants are O (water), CC1=CCCC1 (1-methylcyclopent-1-ene), iii, Cl[N-]S(=O)(=O)C1=CC=C(C=C1)C.[Na+] (sodium chloro(4-methylbenzenesulfonyl)azanide), [Br-].[Br-].[Br-].C[N+](C1=CC=CC=C1)(C)C.C[N+](C)(C)C1=CC=CC=C1.C[N+](C)(C)C1=CC=CC=C1 (trimethylphenylammonium tribromide). Yield: 48.4%. Run at temperature 120 celsius. Reagents/catalysts: [Cu]I (CuI). As a reaction SMILES: [CH3:1][O:2][C:3](=[O:27])[CH2:4][CH2:5][C:6]1[CH:10]=[C:9]([CH3:11])[N:8]([CH2:12][C:13]2[CH:18]=[C:17](Br)[CH:16]=[CH:15][C:14]=2[O:20][CH2:21][CH:22]([CH2:25][CH3:26])[CH2:23][CH3:24])[N:7]=1.C1C=CC(P(C2C=CC=CC=2)C2C=CC=CC=2)=CC=1.[CH3:47][Si:48]([C:51]#[CH:52])([CH3:50])[CH3:49]>CN(C=O)C.[Cu]I>[CH3:1][O:2][C:3](=[O:27])[CH2:4][CH2:5][C:6]1[CH:10]=[C:9]([CH3:11])[N:8]([CH2:12][C:13]2[CH:18]=[C:17]([C:52]#[C:51][Si:48]([CH3:50])([CH3:49])[CH3:47])[CH:16]=[CH:15][C:14]=2[O:20][CH2:21][CH:22]([CH2:25][CH3:26])[CH2:23][CH3:24])[N:7]=1. Procedure details: A mixture of 3-{1-[5-Bromo-2-(2-ethyl-butoxy)-benzyl]-5-methyl-1H-pyrazol-3-yl}-propionic acid methyl ester (0.0774 g, 0.18 mmol), [PdCl2(PPh3)]2 (0.007 g, 0.01 mmol), PPh3 (0.0094 g, 0.018 mmol) mmol), CuI (2 mg, 0.01 mmol), trimethylsilylacetylene (0.0196 g, 0.2 mmol), Et2N (0.07314 g, 2.72 mmol in DMF (1 ml) heated at 120° C. in a microwave reactor under a N2 atmosphere for 50 min. The mixture was partitioned between 0.1M HCl and EtOAc. The organic layer was washed with brine, dried (MgSO4) a... Product: COC(CCC1=NN(C(=C1)C)CC1=C(C=CC(=C1)C#C[Si](C)(C)C)OCC(CC)CC)=O (3-{1-[5-trimethylsilanylethynyl-2-(2-ethyl-butoxy)-benzyl]-5-methyl-1H-pyrazol-3-yl}-propionic acid methyl ester). Solvent: CN(C)C=O (DMF). Starting materials: COC(CCC1=NN(C(=C1)C)CC1=C(C=CC(=C1)Br)OCC(CC)CC)=O (3-{1-[5-Bromo-2-(2-ethyl-butoxy)-benzyl]-5-methyl-1H-pyrazol-3-yl}-propionic acid methyl ester), [PdCl2(PPh3)]2, C1=CC=C(C=C1)P(C2=CC=CC=C2)C3=CC=CC=C3 (PPh3), C[Si](C)(C)C#C (trimethylsilylacetylene). Reactants: C(C)OC=C(C(=O)OCC)C(=O)OCC (Diethyl ethoxymethylenemalonate), BrC=1C=C(N)C=CC1 (3-bromoaniline). Run in Cl (hydrochloric acid). Run at temperature 125 celsius. The product is BrC1=CC=C2C(=CC=NC2=C1)O (7-bromo quinolin-4-ol). Isolated yield 94.6%. As a reaction SMILES: C([O:3][CH:4]=[C:5](C(OCC)=O)[C:6](OCC)=O)C.[Br:16][C:17]1[CH:18]=[C:19]([CH:21]=[CH:22][CH:23]=1)[NH2:20]>Cl>[Br:16][C:17]1[CH:18]=[C:19]2[C:21]([C:4]([OH:3])=[CH:5][CH:6]=[N:20]2)=[CH:22][CH:23]=1. Procedure details: Diethyl ethoxymethylenemalonate (677 g, 3.13 moles (mol)) was added to 3-bromoaniline (491 g, 2.85 mol) over a period of one hour, the temperature rose to 60° C. during the addition. The reaction was then heated at 115° C. for 30 minutes, 125° C. for 30 minutes, and 140° C. for 15 minutes while ethanol was distilled from the reaction. The reaction temperature was adjusted to 130° C., and the reaction mixture was added over a period of 45 minutes to heated DOWTHERM A heat transfer fluid (5 liters... Starting materials: N=1C(=[N+](N2C1C=NC=C2)[O-])C(=O)OCC (Ethyl 1,2,4-triazolo[1,5-a]pyrazine-2-carboxylate-3-oxide). Run in P(OCC)(OCC)OCC (triethyl phosphite). The product is C(C)OC(=O)C1=NN2C(C=NC=C2)=N1 ([1,2,4]triazolo[1,5-a]pyrazine-2-carboxylic acid ethyl ester). Yield: 22.8%. RXN SMILES: [N:1]1[C:2]([C:11]([O:13][CH2:14][CH3:15])=[O:12])=[N+:3]([O-])[N:4]2[CH:9]=[CH:8][N:7]=[CH:6][C:5]=12>P(OCC)(OCC)OCC>[CH2:14]([O:13][C:11]([C:2]1[N:1]=[C:5]2[CH:6]=[N:7][CH:8]=[CH:9][N:4]2[N:3]=1)=[O:12])[CH3:15]. Procedure: Ethyl 1,2,4-triazolo[1,5-a]pyrazine-2-carboxylate-3-oxide (prepared as described in J. Chem. Soc., Perkin Trans. 1, 1976, 2166) (2.0 g, 9.6 mmol) was stirred in triethyl phosphite (20 ml) at 100° C. for 1 h. The solvent was concentrated in vacuo, and the crude product was triturated with diethyl ether (50 ml). The precipitated solid was separated by filtration, and purified by flash chromatography on silica gel, eluting with 1:1 dichloromethane:ethyl acetate, yielding [1,2,4]triazolo[1,5-a]pyraz... The product is C1(CC1)NC(C1=CC(=C(C(=C1)F)C)C=1C=C2C(=CN(C(C2=CC1)=O)CC1CC1)CN1C[C@@H](N[C@@H](C1)C)C)=O (N-Cyclopropyl-3-(2-(cyclopropylmethyl)-4-(((3S,5R)-3,5-dimethylpiperazin-1-yl)methyl)-1-oxo-1,2-dihydroisoquinolin-6-yl)-5-fluoro-4-methylbenzamide). Reaction SMILES: [CH:1]1([NH:4][C:5](=[O:31])[C:6]2[CH:11]=[C:10]([F:12])[C:9]([CH3:13])=[C:8]([C:14]3[CH:15]=[C:16]4[C:21](=[CH:22][CH:23]=3)[C:20](=[O:24])[N:19]([CH2:25][CH:26]3[CH2:28][CH2:27]3)[CH:18]=[C:17]4[CH:29]=O)[CH:7]=2)[CH2:3][CH2:2]1.[CH3:32][C@@H:33]1[CH2:38][NH:37][CH2:36][C@H:35]([CH3:39])[NH:34]1>>[CH:1]1([NH:4][C:5](=[O:31])[C:6]2[CH:11]=[C:10]([F:12])[C:9]([CH3:13])=[C:8]([C:14]3[CH:15]=[C:16]4[C:21](=[CH:22][CH:23]=3)[C:20](=[O:24])[N:19]([CH2:25][CH:26]3[CH2:27][CH2:28]3)[CH:18]=[C:17]4[CH2:29][N:37]3[CH2:36][C@@H:35]([CH3:39])[NH:34][C@@H:33]([CH3:32])[CH2:38]3)[CH:7]=2)[CH2:2][CH2:3]1. Reactants: C1(CC1)NC(C1=CC(=C(C(=C1)F)C)C=1C=C2C(=CN(C(C2=CC1)=O)CC1CC1)C=O)=O (N-Cyclopropyl-3-(2-(cyclopropylmethyl)-4-formyl-1-oxo-1,2-dihydroisoquinolin-6-yl)-5-fluoro-4-methylbenzamide), C[C@H]1N[C@H](CNC1)C ((2R,6S)-2,6-dimethyl-piperazine). Reported procedure: The title compound was prepared as a solid according to the method of Example 75 step ii) using the product of Example 75 step i) and (2R,6S)-2,6-dimethyl-piperazine, and the product purified by SiO2 chromatography (eluting with 5% methanol in dichloromethane followed by 5% of 7M methanolic ammonia in dichloromethane). The product is Fc1ccc(COc2cccnc2NC(=S)Nc2ccc(Cl)cc2)c(F)c1. As a reaction SMILES: [CH3:28][c:29]1[cH:30][cH:31][cH:32][cH:33][cH:34]1.[CH3:35][CH2:36][O:37][CH2:38][CH3:39].[Cl:18][c:19]1[cH:20][cH:21][c:22]([N:25]=[C:26]=[S:27])[cH:23][cH:24]1.[NH2:1][c:2]1[n:3][cH:4][cH:5][cH:6][c:7]1[O:8][CH2:9][c:10]1[c:11]([F:17])[cH:12][c:13]([F:16])[cH:14][cH:15]1>>[NH:1]([c:2]1[n:3][cH:4][cH:5][cH:6][c:7]1[O:8][CH2:9][c:10]1[c:11]([F:17])[cH:12][c:13]([F:16])[cH:14][cH:15]1)[C:26]([NH:25][c:22]1[cH:21][cH:20][c:19]([Cl:18])[cH:24][cH:23]1)=[S:27]. Starting materials: Cc1ccccc1, CCOCC, S=C=Nc1ccc(Cl)cc1, Nc1ncccc1OCc1ccc(F)cc1F.